Dataset: the Open Reaction Database (ORD), a public repository of structured organic reaction records. Task: describe an organic reaction: reactants, conditions, products, and yield The reactants are FC(COC1=C(C=CC=C1)[N+](=O)[O-])(F)F (1-(2,2,2-trifluoroethoxy)-2-nitrobenzene). The reagents and catalysts are O.[Pt]=O (platinum oxide hydrate). The solvent is C(C)O (ethanol). Reaction conditions: temperature 25 celsius, time 18 hour. Product: FC(COC1=C(N)C=CC=C1)(F)F (2-(2,2,2-trifluoroethoxy)aniline). The yield is 80147.1%. As a reaction SMILES: [F:1][C:2]([F:15])([F:14])[CH2:3][O:4][C:5]1[CH:10]=[CH:9][CH:8]=[CH:7][C:6]=1[N+:11]([O-])=O>O.[Pt]=O.C(O)C>[F:1][C:2]([F:14])([F:15])[CH2:3][O:4][C:5]1[CH:10]=[CH:9][CH:8]=[CH:7][C:6]=1[NH2:11] |f:1.2|. Procedure: A mixture of 1-(2,2,2-trifluoroethoxy)-2-nitrobenzene (15 g, 68 mmol), platinum oxide hydrate (100 mg) and absolute ethanol (80 mL) was hydrogenated 18 hours with stirring at 25° C. and 15 psi of pressure. The reaction mixture then was filtered and concentrated. The residue was purified by column chromatography on silica gel eluting with hexane/ethyl acetate (9:1) to give 2-(2,2,2-trifluoroethoxy)aniline (10.4 g, 54.5 mol), m.p. 49°-50° C. The reactants are O[C@H]1[C@H]2[C@@H]3CC[C@H]([C@@H](CCC)C)[C@]3([C@H](C[C@@H]2[C@]2(CCCCC2C1)C)O)C (7α,12α-Dihydroxycholane), [H-].[Na+] (sodium hydride), C1CCOC1 (THF), C(C=C)I (Allyl iodide). The reagents and catalysts are [I-].C(CCC)[N+](CCCC)(CCCC)CCCC (tetrabutylammonium iodide). Conditions: time 1 hour. Yields the product C(C=C)O[C@H]1[C@H]2[C@@H]3CC[C@H]([C@@H](CCC)C)[C@]3([C@H](C[C@@H]2[C@]2(CCCCC2C1)C)OCC=C)C (7α,12α-Di-(2-propenyloxy)-cholane). Yield: 74.0%. RXN SMILES: [OH:1][C@@H:2]1[CH2:23][CH:22]2[C@:17]([CH3:24])([CH2:18][CH2:19][CH2:20][CH2:21]2)[C@@H:16]2[C@@H:3]1[C@H:4]1[C@:13]([CH3:26])([C@@H:14]([OH:25])[CH2:15]2)[C@@H:7]([C@H:8]([CH3:12])[CH2:9][CH2:10][CH3:11])[CH2:6][CH2:5]1.[H-].[Na+].[CH2:29](I)[CH:30]=[CH2:31].[CH2:33]1[CH2:37]OC[CH2:34]1>[I-].C([N+](CCCC)(CCCC)CCCC)CCC>[CH2:29]([O:1][C@@H:2]1[CH2:23][CH:22]2[C@:17]([CH3:24])([CH2:18][CH2:19][CH2:20][CH2:21]2)[C@@H:16]2[C@@H:3]1[C@H:4]1[C@:13]([CH3:26])([C@@H:14]([O:25][CH2:37][CH:33]=[CH2:34])[CH2:15]2)[C@@H:7]([C@H:8]([CH3:12])[CH2:9][CH2:10][CH3:11])[CH2:6][CH2:5]1)[CH:30]=[CH2:31] |f:1.2,5.6|. Reported procedure: To a solution of dihydroxycholane 1 (4.0 g, 11.1 mmol) in 200 mL THF was added sodium hydride (4.42 g, 110.5 mmol) at 0° C. The reaction mixture was warmed up to room temperature and then stirred for 1 hour. Allyl iodide (9.23 g, 55.3 mmol) and tetrabutylammonium iodide (12.3 g, 33.2 mmol) were added to the reaction mixture which was then heated to reflux for overnight. The reaction was quenched with saturated NH4Cl solution at room temperature and then extracted with EtOAc. The combined organic... The reactants are CCOC(=O)OCC, CCc1cc2c(s1)-n1c(nnc1C1CCCCC1)CN=C2c1ccccc1Cl, [H-], NOc1ccc([N+](=O)[O-])cc1[N+](=O)[O-], [Na+], O. Product: CCOC(=O)C1(N)N=C(c2ccccc2Cl)c2cc(CC)sc2-n2c(C3CCCCC3)nnc21. RXN SMILES: [C:31]([O:32][CH2:33][CH3:34])([O:35][CH2:36][CH3:37])=[O:38].[Cl:1][c:2]1[c:3]([C:8]2=[N:9][CH2:10][c:11]3[n:12]([c:20]([CH:23]4[CH2:24][CH2:25][CH2:26][CH2:27][CH2:28]4)[n:21][n:22]3)-[c:13]3[c:14]2[cH:15][c:16]([CH2:18][CH3:19])[s:17]3)[cH:4][cH:5][cH:6][cH:7]1.[H-:29].[N+:39]([c:40]1[cH:41][c:42]([N+:43]([O-:44])=[O:45])[cH:46][cH:47][c:48]1[O:49][NH2:50])([O-:51])=[O:52].[Na+:30].[OH2:53]>>[Cl:1][c:2]1[c:3]([C:8]2=[N:9][C:10]([C:31]([O:32][CH2:33][CH3:34])=[O:38])([NH2:39])[c:11]3[n:12]([c:20]([CH:23]4[CH2:24][CH2:25][CH2:26][CH2:27][CH2:28]4)[n:21][n:22]3)-[c:13]3[c:14]2[cH:15][c:16]([CH2:18][CH3:19])[s:17]3)[cH:4][cH:5][cH:6][cH:7]1. Starting materials: OC=1C2=C(NC(C1C#N)=O)SC=C2C2=CC=C(C=C2)C2=C(C=CC=C2)O (4-hydroxy-3-(2′-hydroxy-1,1′-biphenyl-4-yl)-6-oxo-6,7-dihydrothieno[2,3-b]pyridine-5-carbonitrile). Run in OS(=O)(=O)O (H2SO4). Yields the product OC=1C2=C(NC(C1)=O)SC=C2C2=CC=C(C=C2)C2=C(C=CC=C2)O (4-hydroxy-3-(2′-hydroxy-1,1′-biphenyl-4-yl)thieno[2,3-b]pyridin-6(7H)-one). RXN SMILES: [OH:1][C:2]1[C:3]2[C:13]([C:14]3[CH:19]=[CH:18][C:17]([C:20]4[CH:25]=[CH:24][CH:23]=[CH:22][C:21]=4[OH:26])=[CH:16][CH:15]=3)=[CH:12][S:11][C:4]=2[NH:5][C:6](=[O:10])[C:7]=1C#N>OS(O)(=O)=O>[OH:1][C:2]1[C:3]2[C:13]([C:14]3[CH:15]=[CH:16][C:17]([C:20]4[CH:25]=[CH:24][CH:23]=[CH:22][C:21]=4[OH:26])=[CH:18][CH:19]=3)=[CH:12][S:11][C:4]=2[NH:5][C:6](=[O:10])[CH:7]=1. Reported procedure: 4-hydroxy-3-(2′-hydroxy-1,1′-biphenyl-4-yl)-6-oxo-6,7-dihydrothieno[2,3-b]pyridine-5-carbonitrile (0.040 g) in 40% H2SO4 (20 mL) was heated at reflux for 16 hours, cooled to room temperature and quenched with 50% NaOH (till pH=2). It was then extracted with ethyl acetate (3×70 mL), organic extracts washed with water (25 mL), brine (15 mL), concentrated and purified on a RP-HPLC system to afford the title compound. MS (ESI) m/e 334.0 (M−H)+; 1H NMR (400 MHz, DMSO-d6): δ ppm 10.96 (s, 1H), 9.52 (s... Reactants: COCCCOC1=C(C=CC(=C1)CCC(=O)OCC)C1=CC=C(C=C1)C(=O)N1CCOCC1 (ethyl 3-[2-(3-methoxypropoxy)-4′-(morpholin-4-ylcarbonyl)biphenyl-4-yl]propanoate), [Na] (Sodium), [Na] (sodium), Cl.C(CC)NC(=N)N (propylguanidine hydrochloride), ClCCl.[Cl-].[Na+].O (dichloromethane brine). Solvent: CN(C)C=O (DMF), C(C)O (ethanol). Conditions: time 1 hour. Product: Cl.N=C(NC(CCC1=CC(=C(C=C1)C1=CC=C(C=C1)C(=O)N1CCOCC1)OCCCOC)=O)NCCC (N-[imino(propylamino)methyl]-3-[2-(3-methoxypropoxy)-4′-(morpholin-4-ylcarbonyl)biphenyl-4-yl]-propanamide hydrochloride). Isolated yield 25.0%. RXN SMILES: [Na].Cl.[CH2:3]([NH:6][C:7]([NH2:9])=[NH:8])[CH2:4][CH3:5].[CH3:10][O:11][CH2:12][CH2:13][CH2:14][O:15][C:16]1[CH:21]=[C:20]([CH2:22][CH2:23][C:24](OCC)=[O:25])[CH:19]=[CH:18][C:17]=1[C:29]1[CH:34]=[CH:33][C:32]([C:35]([N:37]2[CH2:42][CH2:41][O:40][CH2:39][CH2:38]2)=[O:36])=[CH:31][CH:30]=1.[Cl:43]CCl.[Cl-].[Na+].O>C(O)C.CN(C=O)C>[ClH:43].[NH:8]=[C:7]([NH:6][CH2:3][CH2:4][CH3:5])[NH:9][C:24](=[O:25])[CH2:23][CH2:22][C:20]1[CH:19]=[CH:18][C:17]([C:29]2[CH:34]=[CH:33][C:32]([C:35]([N:37]3[CH2:42][CH2:41][O:40][CH2:39][CH2:38]3)=[O:36])=[CH:31][CH:30]=2)=[C:16]([O:15][CH2:14][CH2:13][CH2:12][O:11][CH3:10])[CH:21]=1 |f:1.2,4.5.6.7,10.11,^1:0|. Procedure: Sodium (0.09 g, 3.9 mmol) was dissolved in ethanol (2 mL) at room temperature. Once all the sodium was dissolved, propylguanidine hydrochloride (0.54 g, 3.9 mmol) was added and the mixture was stirred for 1 hr. A white precipitate formed and was filtered off. The filtrate was evaporated under reduced pressure and a solution of ethyl 3-[2-(3-methoxypropoxy)-4′-(morpholin-4-ylcarbonyl)biphenyl-4-yl]propanoate (0.28 g, 0.6 mmol) and DMF (2 mL) was added at room temperature. After completion of the ... The reactants are COC(\C=C/C(C)(C)C1=C(C(=CC=C1)OC)F)=O (Z-4-(2-fluoro-3-methoxyphenyl)-4-methylpent-2-enoic acid methyl ester). The reagents and catalysts are [Pd] (palladium on carbon). Run in C(C)O (ethanol). Run at time 8 hour. Yields the product COC(CCC(C)(C)C1=C(C(=CC=C1)OC)F)=O (4-(2-Fluoro-3-methoxyphenyl)-4-methylpentanoic acid methyl ester). Yield: 83.4%. Reaction SMILES: [CH3:1][O:2][C:3](=[O:18])/[CH:4]=[CH:5]\[C:6]([C:9]1[CH:14]=[CH:13][CH:12]=[C:11]([O:15][CH3:16])[C:10]=1[F:17])([CH3:8])[CH3:7]>C(O)C.[Pd]>[CH3:1][O:2][C:3](=[O:18])[CH2:4][CH2:5][C:6]([C:9]1[CH:14]=[CH:13][CH:12]=[C:11]([O:15][CH3:16])[C:10]=1[F:17])([CH3:8])[CH3:7]. Procedure details: 23.30 g (84.33 mmol) of E/Z-4-(2-fluoro-3-methoxyphenyl)-4-methylpent-2-enoic acid methyl ester is mixed in 310 ml of ethanol with 1.2 g of palladium on carbon, and it is stirred under a hydrogen atmosphere overnight at room temperature. The catalyst is removed by filtration via a glass fiber filter, and the residue that remains after concentration by evaporation is chromatographed on silica gel (mobile solvent:ethyl acetate/hexane). 19.58 g (83.4%) of the desired compound is isolated.